Dataset: the Open Reaction Database (ORD), a public repository of structured organic reaction records. Task: describe an organic reaction: reactants, conditions, products, and yield Starting materials: COc1cc2c(=O)n(COC(=O)C(C)(C)C)cnc2cc1OCCN1CCCC1, CO, N. Product: COc1cc2c(=O)[nH]cnc2cc1OCCN1CCCC1. RXN SMILES: [CH3:1][O:2][c:3]1[cH:4][c:5]2[c:6](=[O:29])[n:7]([CH2:21][O:22][C:23](=[O:24])[C:25]([CH3:26])([CH3:27])[CH3:28])[cH:8][n:9][c:10]2[cH:11][c:12]1[O:13][CH2:14][CH2:15][N:16]1[CH2:17][CH2:18][CH2:19][CH2:20]1.[CH3:31][OH:32].[NH3:30]>>[CH3:1][O:2][c:3]1[cH:4][c:5]2[c:6](=[O:29])[nH:7][cH:8][n:9][c:10]2[cH:11][c:12]1[O:13][CH2:14][CH2:15][N:16]1[CH2:17][CH2:18][CH2:19][CH2:20]1. The reactants are ClC1=C(C(=CC=C1)Cl)C1=CC2=C(N=C(N=C2)NCCCN2CCN(CC2)C)N=C1N (6-(2,6-Dichlorophenyl)-N2 -[3-(4-methyl-piperazin-1-yl)-propyl]-pyrido[2,3-d]pyrimidine-2,7-diamine), [H-].[Na+] (sodium hydride), C1(=CC=CC=C1)N=C=O (phenyl isocyanate). Solvent: CN(C)C=O (DMF). Product: ClC1=C(C(=CC=C1)Cl)C1=CC2=C(N=C(N=C2)NCCCN2CCN(CC2)C)N=C1NC(=O)NC1=CC=CC=C1 (1-{6-(2,6-Dichlorophenyl)-2-[3-(4-methyl-piperazin-1-yl)-propylamino]-pyrido[2,3-d]pyrimidin-7-yl}-3-phenyl-urea). Isolated yield 65.5%. RXN SMILES: [Cl:1][C:2]1[CH:7]=[CH:6][CH:5]=[C:4]([Cl:8])[C:3]=1[C:9]1[C:29]([NH2:30])=[N:28][C:12]2[N:13]=[C:14]([NH:17][CH2:18][CH2:19][CH2:20][N:21]3[CH2:26][CH2:25][N:24]([CH3:27])[CH2:23][CH2:22]3)[N:15]=[CH:16][C:11]=2[CH:10]=1.[H-].[Na+].[C:33]1([N:39]=[C:40]=[O:41])[CH:38]=[CH:37][CH:36]=[CH:35][CH:34]=1>CN(C=O)C>[Cl:1][C:2]1[CH:7]=[CH:6][CH:5]=[C:4]([Cl:8])[C:3]=1[C:9]1[C:29]([NH:30][C:40]([NH:39][C:33]2[CH:38]=[CH:37][CH:36]=[CH:35][CH:34]=2)=[O:41])=[N:28][C:12]2[N:13]=[C:14]([NH:17][CH2:18][CH2:19][CH2:20][N:21]3[CH2:26][CH2:25][N:24]([CH3:27])[CH2:23][CH2:22]3)[N:15]=[CH:16][C:11]=2[CH:10]=1 |f:1.2|. Reported procedure: 6-(2,6-Dichlorophenyl)-N2 -[3-(4-methyl-piperazin-1-yl)-propyl]-pyrido[2,3-d]pyrimidine-2,7-diamine (13.0 g) from Example 36 in DMF (160 mL) was reacted with 60% sodium hydride suspension (1.16 g) and phenyl isocyanate (3.47 g) according to the general procedure of Example 37. Recrystallization of the chromatographed product from ethyl acetate gave 10.78 g of the title compound 1-{6-(2,6-dichlorophenyl)-2-[3-(4-methyl-piperazin-1-yl)-propylamino]-pyrido[2,3-d]pyrimidin-7-yl}-3-phenyl-urea, ESMS ... The reactants are Cl.NCC(=O)N (glycinamide hydrochloride), C(C)(C)N(C(C)C)CC (N,N-diisopropylethylamine), ClCCC=1C=CC(=C(C1)S(=O)(=O)Cl)OC (5-(2-chloro-ethyl)-2-methoxy-benzenesulfonyl chloride). Solvent: C(C)(=O)OCC (ethyl acetate), O1CCOCC1 (dioxane). Conditions: time 24 hour. Product: ClCCC=1C=CC(=C(C1)S(=O)(=O)NCC(=O)N)OC (2-[5-(2-Chloro-ethyl)-2-methoxy-benzenesulfonylamino]-acetamide). RXN SMILES: [Cl:1][CH2:2][CH2:3][C:4]1[CH:5]=[CH:6][C:7]([O:14][CH3:15])=[C:8]([S:10](Cl)(=[O:12])=[O:11])[CH:9]=1.Cl.[NH2:17][CH2:18][C:19]([NH2:21])=[O:20].C(N(CC)C(C)C)(C)C>O1CCOCC1.C(OCC)(=O)C>[Cl:1][CH2:2][CH2:3][C:4]1[CH:5]=[CH:6][C:7]([O:14][CH3:15])=[C:8]([S:10]([NH:17][CH2:18][C:19]([NH2:21])=[O:20])(=[O:12])=[O:11])[CH:9]=1 |f:1.2|. Procedure: 5-(2-chloro-ethyl)-2-methoxy-benzenesulfonyl chloride (5.78 g, 21.5 mmol) is dissolved in dioxane (72 mL). To this solution is added glycinamide hydrochloride (4.75 g, 42.9 mmol) and N,N-diisopropylethylamine (7 mL, 42.9 mmol) with stirring at room temperature for 24 h. The solution is diluted with ethyl acetate (100 mL) and washed with 1 M H3PO4 (2×50 mL), sat NaHCO3, (1×50 mL,) brine (1×50 mL). The organic phase is dried with Na2SO4, filtered and the volatiles concentrated to a white solid. Th... The reactants are ClC=1C=CC=2C(C3=C(NC2C1)C(N(C3=O)NC3=CC(=CC=C3)OC)=O)=O (6-chloro-2-(3-methoxyanilino)-2,3,4,9-tetrahydro-1H-pyrrolo[3,4-b]quinoline-1,3,9-trione), CS(=O)(=O)O (methanesulfonic acid). Solvent: CO (methanol). Reaction conditions: time 24 hour. The product is ClC=1C=CC=2C(C3=C(NC2C1)C(N(N=C3O)C3=CC(=CC=C3)OC)=O)=O (7-Chloro-1-hydroxy-3-(3-methoxyphenyl)-3,4,5,10-tetrahydropyridazino[4,5-b]quinoline-4,10-dione). Yield: 20.8%. As a reaction SMILES: [Cl:1][C:2]1[CH:3]=[CH:4][C:5]2[C:6](=[O:26])[C:7]3[C:14](=[O:15])[N:13]([NH:16][C:17]4[CH:22]=[CH:21][CH:20]=[C:19]([O:23][CH3:24])[CH:18]=4)[C:12](=[O:25])[C:8]=3[NH:9][C:10]=2[CH:11]=1.CS(O)(=O)=O>CO>[Cl:1][C:2]1[CH:3]=[CH:4][C:5]2[C:6](=[O:26])[C:7]3[C:14]([OH:15])=[N:13][N:16]([C:17]4[CH:22]=[CH:21][CH:20]=[C:19]([O:23][CH3:24])[CH:18]=4)[C:12](=[O:25])[C:8]=3[NH:9][C:10]=2[CH:11]=1. Procedure: A stirred suspension of 6-chloro-2-(3-methoxyanilino)-2,3,4,9-tetrahydro-1H-pyrrolo[3,4-b]quinoline-1,3,9-trione (1.85 g, 5.00 mM) in a solution of methanol (0.93 L) and methanesulfonic acid (93 mL) was refluxed for 16 hours to give a tan suspension. This suspension was cooled to room temperature and stirred for 24 hours. The suspension was filtered (the filtrate saved for use in Example 33) and the collected solids were washed with methanol and then ether to give the title compound (0.385 g, 21...